describe an organic reaction: reactants, conditions, products, and yield From a dataset of the Open Reaction Database (ORD), a public repository of structured organic reaction records. The reactants are ClC=1C=CC2=C(C(N3[C@H](C=4N2C=NC4C(=O)O)CC3)=O)C1 ((S)-7-chloro-12,12a-dihydro-9-oxo-9H,11H-azeto[2,1-c]imidazo[1,5-a][1,4]benzodiazepine-1-carboxylic acid), N (ammonia), C(=O)(N1C=NC=C1)N1C=NC=C1 (1,1'-carbonyldiimidazole), C(=O)=O (CO2). The product is ClC=1C=CC2=C(C(N3[C@H](C=4N2C=NC4C(=O)N)CC3)=O)C1 ((S)-7-chloro-12,12a-dihydro-9-oxo-9H,11H-azeto[2,1-c]imidazo[1,5-a][1,4]benzodiazepine-1-carboxamide). Run in CN(C=O)C (N,N-dimethylformamide). Procedure details: 3.04 g (10.0 mmol) of (S)-7-chloro-12,12a-dihydro-9-oxo-9H,11H-azeto[2,1-c]imidazo[1,5-a][1,4]benzodiazepine-1-carboxylic acid were suspended in 15 ml of N,N-dimethylformamide and treated portionwise at room temperature with 1.78 g (11.0 mmol) of 1,1'-carbonyldiimidazole. After the CO2 evolution had finished the clear brown solution was stirred at 50° for 30 min., cooled and treated dropwise at a temperature below 25° within about 10 min. with 2.5 ml of conc. ammonia. After stirring for 30 minut... Reaction conditions: time 30 minute. As a reaction SMILES: [Cl:1][C:2]1[CH:3]=[CH:4][C:5]2[N:11]3[CH:12]=[N:13][C:14]([C:15](O)=[O:16])=[C:10]3[C@@H:9]3[CH2:18][CH2:19][N:8]3[C:7](=[O:20])[C:6]=2[CH:21]=1.C(N1C=CN=C1)([N:24]1C=CN=C1)=O.C(=O)=O.N>CN(C)C=O>[Cl:1][C:2]1[CH:3]=[CH:4][C:5]2[N:11]3[CH:12]=[N:13][C:14]([C:15]([NH2:24])=[O:16])=[C:10]3[C@@H:9]3[CH2:18][CH2:19][N:8]3[C:7](=[O:20])[C:6]=2[CH:21]=1. Isolated yield 92.5%. Starting materials: CN(C)CC1=CC(=CC=C1)N, CC1=C(C=C(C=C1)NC(=O)C2=CC3=C(C=C2)OCCO3)NC(=O)C4=CN=C(C=C4)Cl. Reagents/catalysts: CC(C)(C)[O-].[Na+], CC1(C2=C(C(=CC=C2)P(C3=CC=CC=C3)C4=CC=CC=C4)OC5=C1C=CC=C5P(C6=CC=CC=C6)C7=CC=CC=C7)C, C1=CC=C(C=C1)/C=C/C(=O)/C=C/C2=CC=CC=C2.C1=CC=C(C=C1)/C=C/C(=O)/C=C/C2=CC=CC=C2.C1=CC=C(C=C1)/C=C/C(=O)/C=C/C2=CC=CC=C2.[Pd].[Pd]. The solvent is CC1=CC=CC=C1. Run at temperature 100 celsius. Yields the product CC1=C(C=C(C=C1)NC(=O)C2=CC3=C(C=C2)OCCO3)NC(=O)C4=CN=C(C=C4)NC5=CC=CC(=C5)CN(C)C. Isolated yield 38.8%. Procedure: A mixture of 6-chloro-N-(5-(2,3-dihydrobenzo[b][1,4]dioxine-6-carboxamido)-2-methylphenyl)nicotinamide (50 mg, 0.12 mmol),3-((dimethylamino)methyl)aniline (26.6 mg, 0.18 mmol),(9,9-dimethyl-9H-xanthene-4,5-diyl)bis(diphenylphosphine) (4.10 mg, 7.08 µmol),TRIS(DIBENZYLIDENEACETONE)DIPALLADIUM(0) (3.24 mg, 3.54 µmol),sodium 2-methylpropan-2-olate (17.01 mg, 0.18 mmol) in toluene (2 mL)/IPA (0.500 mL)was degassed with nitrogen and heated at reflux for 18 hours.The reaction mixture was filtered and ... Reactants: COc1cc(N2CCN(C(=O)OC(C)(C)C)CC2)ccc1[N+](=O)[O-], ClCCl, O=C(O)C(F)(F)F. The product is COc1cc(N2CCNCC2)ccc1[N+](=O)[O-]. As a reaction SMILES: [CH3:1][O:2][c:3]1[cH:4][c:5]([N:12]2[CH2:13][CH2:14][N:15]([C:18]([O:19][C:20]([CH3:21])([CH3:22])[CH3:23])=[O:24])[CH2:16][CH2:17]2)[cH:6][cH:7][c:8]1[N+:9](=[O:10])[O-:11].[Cl:32][CH2:33][Cl:34].[F:25][C:26]([F:27])([F:28])[C:29]([OH:30])=[O:31]>>[CH3:1][O:2][c:3]1[cH:4][c:5]([N:12]2[CH2:13][CH2:14][NH:15][CH2:16][CH2:17]2)[cH:6][cH:7][c:8]1[N+:9](=[O:10])[O-:11].